This data is from the Open Reaction Database (ORD), a public repository of structured organic reaction records. The task is: describe an organic reaction: reactants, conditions, products, and yield The reactants are C(#N)C1=CC2=C(N(C=N2)C2=CC=CC=C2)C(=C1)I (5-cyano-7-iodo-1-phenylbenzimidazole), COC=1C=C(C=CC1)B(O)O (3-methoxyphenylboronic acid), C([O-])([O-])=O.[K+].[K+] (potassium carbonate), C(C)(=O)NC=1C=C(C=CC1)C1=CC(=CC2=C1N(C=N2)C2=CC=CC=C2)C#N (7-(3-acetamidophenyl)-5-cyano-1-phenylbenzimidazole). Reagents/catalysts: C=1C=CC(=CC1)[P](C=2C=CC=CC2)(C=3C=CC=CC3)[Pd]([P](C=4C=CC=CC4)(C=5C=CC=CC5)C=6C=CC=CC6)([P](C=7C=CC=CC7)(C=8C=CC=CC8)C=9C=CC=CC9)[P](C=1C=CC=CC1)(C=1C=CC=CC1)C=1C=CC=CC1 (tetrakis(triphenylphosphine)palladium(0)). The solvent is C(C)O (ethanol), C1(=CC=CC=C1)C (toluene). Yields the product C(#N)C1=CC2=C(N(C=N2)C2=CC=CC=C2)C(=C1)C1=CC(=CC=C1)OC (5-Cyano-7-(3-methoxyphenyl)-1-phenylbenzimidazole). Yield: 31.3%. As a reaction SMILES: [C:1]([C:3]1[CH:17]=[C:16](I)[C:6]2[N:7]([C:10]3[CH:15]=[CH:14][CH:13]=[CH:12][CH:11]=3)[CH:8]=[N:9][C:5]=2[CH:4]=1)#[N:2].[CH3:19][O:20][C:21]1[CH:22]=[C:23](B(O)O)[CH:24]=[CH:25][CH:26]=1.C(=O)([O-])[O-].[K+].[K+].C(NC1C=C(C2C3N(C4C=CC=CC=4)C=NC=3C=C(C#N)C=2)C=CC=1)(=O)C>C1C=CC([P]([Pd]([P](C2C=CC=CC=2)(C2C=CC=CC=2)C2C=CC=CC=2)([P](C2C=CC=CC=2)(C2C=CC=CC=2)C2C=CC=CC=2)[P](C2C=CC=CC=2)(C2C=CC=CC=2)C2C=CC=CC=2)(C2C=CC=CC=2)C2C=CC=CC=2)=CC=1.C(O)C.C1(C)C=CC=CC=1>[C:1]([C:3]1[CH:17]=[C:16]([C:25]2[CH:24]=[CH:23][CH:22]=[C:21]([O:20][CH3:19])[CH:26]=2)[C:6]2[N:7]([C:10]3[CH:15]=[CH:14][CH:13]=[CH:12][CH:11]=3)[CH:8]=[N:9][C:5]=2[CH:4]=1)#[N:2] |f:2.3.4,^1:66,68,87,106|. Procedure details: This was prepared from 5-cyano-7-iodo-1-phenylbenzimidazole (173 mg, 0.5 mmol), toluene (3.0 ml), tetrakis(triphenylphosphine)palladium(0) (58 mg, 0.05 mmol), 3-methoxyphenylboronic acid (76 mg, 0.5 mmol), ethanol (3.0 ml) and potassium carbonate (138 mg, 1.0 mmol) in a similar manner to 7-(3-acetamidophenyl)-5-cyano-1-phenylbenzimidazole. Purification by a similar procedure afforded the title compound (51 mg, 31%) m/z, 326.5 (M+H)+. Reactants: N1C=C(C=C1)C=O (pyrrole-3-carboxaldehyde), [N+](=O)([O-])C (nitromethane), C(C1=CC=CC=C1)N (benzyl amine), C(C)(=O)O (acetic acid). Solvent: C(C)O (ethanol). Product: [N+](=O)([O-])C=CC1=CNC=C1 (3-(2-nitrovinyl)pyrrole). As a reaction SMILES: [NH:1]1[CH:5]=[CH:4][C:3]([CH:6]=O)=[CH:2]1.[N+:8]([CH3:11])([O-:10])=[O:9].C(N)C1C=CC=CC=1.C(O)(=O)C>C(O)C>[N+:8]([CH:11]=[CH:6][C:3]1[CH:4]=[CH:5][NH:1][CH:2]=1)([O-:10])=[O:9]. Procedure: A solution of 2.26 g (0.0238 mole) of pyrrole-3-carboxaldehyde, 1.28 ml (0.0238 mole) of nitromethane, 0.405 ml of benzyl amine (0.0038 mole) and 0.21 ml (0.0038 mole) of acetic acid in 8 ml of absolute ethanol is stirred overnight, collected and washed with ethanol to give as a yellow solid 3-(2-nitrovinyl)pyrrole; m.p. 160°-164° C (dec.). Reactants: Cl (hydrochloric acid), [H][H] (hydrogen), CN(CC1=CC=CC=C1)CC(CC#N)O (4-(N-Methyl-N-benzylamino)-3-hydroxybutyronitrile), [H][H] (hydrogen). Reagents/catalysts: [Pd] (palladium on carbon), [Pd] (palladium on carbon). Solvent: C(C)(C)O (isopropanol). Yields the product Cl.CNCC(CC#N)O (4-Methylamino-3-hydroxybutyronitrile hydrochloride). RXN SMILES: [CH3:1][N:2]([CH2:10][CH:11]([OH:15])[CH2:12][C:13]#[N:14])CC1C=CC=CC=1.[H][H].[ClH:18]>C(O)(C)C.[Pd]>[ClH:18].[CH3:1][NH:2][CH2:10][CH:11]([OH:15])[CH2:12][C:13]#[N:14] |f:5.6|. Reported procedure: 4-(N-Methyl-N-benzylamino)-3-hydroxybutyronitrile, 5.1 g (0.02 mole) was dissolved in 40 ml of isopropanol and 0.5 g of 5% palladium on carbon was added to the solution. The mixture was subjected to hydrogen gas under about 55 psi for 18 hr at 60° C. Mass spectrometry of a sample taken from the mixture indicated no reduction had occurred. About 2.1 ml (ca. 0.02 mole) of 37% hydrochloric acid and 0.5 g of 5% palladium on carbon were added and the mixture was subjected to hydrogen gas under 50 psi... Starting materials: C1CCOC1, Cc1cccc(C)c1-c1nc2ccc(CO)cc2[nH]1, O=[Mn]=O. The product is Cc1cccc(C)c1-c1nc2ccc(C=O)cc2[nH]1. Reaction SMILES: [CH2:20]1[O:21][CH2:22][CH2:23][CH2:24]1.[CH3:1][c:2]1[c:3](-[c:9]2[nH:10][c:11]3[c:12]([n:13]2)[cH:14][cH:15][c:16]([CH2:18][OH:19])[cH:17]3)[c:4]([CH3:8])[cH:5][cH:6][cH:7]1.[O:25]=[Mn:26]=[O:27]>>[CH3:1][c:2]1[c:3](-[c:9]2[nH:10][c:11]3[c:12]([n:13]2)[cH:14][cH:15][c:16]([CH:18]=[O:19])[cH:17]3)[c:4]([CH3:8])[cH:5][cH:6][cH:7]1. Reactants: F, O=N[O-], Cc1cnc2n1N=C(c1ccc(N)cc1)c1cc3c(cc1C2)OCO3, [Na+], O, Cl[Sn]Cl, c1ccncc1. The product is Cc1cnc2n1N=C(c1ccc(F)cc1)c1cc3c(cc1C2)OCO3. Reaction SMILES: [FH:32].[N:33]([O-:34])=[O:35].[NH2:1][c:2]1[cH:3][cH:4][c:5]([C:8]2=[N:9][n:10]3[c:11]([n:22][cH:23][c:24]3[CH3:25])[CH2:12][c:13]3[c:14]2[cH:15][c:16]2[c:17]([cH:18]3)[O:19][CH2:20][O:21]2)[cH:6][cH:7]1.[Na+:36].[OH2:40].[Sn:37]([Cl:38])[Cl:39].[n:26]1[cH:27][cH:28][cH:29][cH:30][cH:31]1>>[c:2]1([F:32])[cH:3][cH:4][c:5]([C:8]2=[N:9][n:10]3[c:11]([n:22][cH:23][c:24]3[CH3:25])[CH2:12][c:13]3[c:14]2[cH:15][c:16]2[c:17]([cH:18]3)[O:19][CH2:20][O:21]2)[cH:6][cH:7]1. Starting materials: S(O)(O)(=O)=O (sulfuric acid), C1(=CC=CC=C1)OC (anisole), P(=O)(Cl)(Cl)Cl (phosphorus oxychloride), ice, [Cl-].[Na+] (sodium chloride), [Cl-].[Na+] (sodium chloride). Solvent: O (water). Conditions: temperature 45 celsius, time 2 hour. Product: COC1=CC=C(C=C1)S(=O)(=O)Cl (4-methoxybenzenesulfonyl chloride). Reaction SMILES: [S:1](=[O:5])(=O)(O)[OH:2].[C:6]1([O:12][CH3:13])[CH:11]=[CH:10][CH:9]=[CH:8][CH:7]=1.P(Cl)(Cl)([Cl:16])=O.[Cl-].[Na+]>O>[CH3:13][O:12][C:6]1[CH:11]=[CH:10][C:9]([S:1]([Cl:16])(=[O:5])=[O:2])=[CH:8][CH:7]=1 |f:3.4|. Procedure: With stirring, 51.5 g (0.525 m) of 100 percent sulfuric acid was added to a mixture of 54.0 g (0.5 m) of anisole and 46.0 ml (0.5 m) of phosphorus oxychloride allowing the temperature to rise to approximately 45° C. during the addition. While attempting to maintain approximately 45° C. the temperature slowly rose to approximately 53° C. after about two hours. After stirring overnight at ambient temperature, 6.0 g of sodium chloride was added and the resulting mixture was heated to and maintained... The reactants are FC1=C(C(=O)O)C=CC(=C1)NC(=O)C1=CC=C2CCCN(C2=C1)S(=O)(=O)C1=C(C=CC(=C1)C)OC (2-Fluoro-4-{[1-(2-methoxy-5-methyl-benzenesulfonyl)-1,2,3,4-tetrahydro-quinoline-7-carbonyl]-amino}benzoic acid), COC1=C(C=C(C=C1)C)S(=O)(=O)Cl (2-methoxy-5-methyl-benzenesulfonyl chloride). The product is C(C)OC(C1=C(C=C(C=C1)NC(=O)C1=CC=C2CCCN(C2=C1)S(=O)(=O)C1=C(C=CC(=C1)C)OC)F)=O (2-fluoro-4-{[1-(2-methoxy-5-methyl-benzenesulfonyl)-1,2,3,4-tetrahydro-quinoline-7-carbonyl]-amino}-benzoic acid ethyl ester). RXN SMILES: [F:1][C:2]1[CH:10]=[C:9]([NH:11][C:12]([C:14]2[CH:23]=[C:22]3[C:17]([CH2:18][CH2:19][CH2:20][N:21]3[S:24]([C:27]3[CH:32]=[C:31]([CH3:33])[CH:30]=[CH:29][C:28]=3[O:34][CH3:35])(=[O:26])=[O:25])=[CH:16][CH:15]=2)=[O:13])[CH:8]=[CH:7][C:3]=1[C:4]([OH:6])=[O:5].CO[C:38]1C=CC(C)=C[C:39]=1S(Cl)(=O)=O>>[CH2:38]([O:5][C:4](=[O:6])[C:3]1[CH:7]=[CH:8][C:9]([NH:11][C:12]([C:14]2[CH:23]=[C:22]3[C:17]([CH2:18][CH2:19][CH2:20][N:21]3[S:24]([C:27]3[CH:32]=[C:31]([CH3:33])[CH:30]=[CH:29][C:28]=3[O:34][CH3:35])(=[O:25])=[O:26])=[CH:16][CH:15]=2)=[O:13])=[CH:10][C:2]=1[F:1])[CH3:39]. Procedure details: 2-Fluoro-4-{[1-(2-methoxy-5-methyl-benzenesulfonyl)-1,2,3,4-tetrahydro-quinoline-7-carbonyl]-amino}benzoic acid, m/z (ES+): 499.31 (M+H+.), was prepared in analogy to example 48, steps 1 to 5. Step 4 was performed using 2-methoxy-5-methyl-benzenesulfonyl chloride, yielding 2-fluoro-4-{[1-(2-methoxy-5-methyl-benzenesulfonyl)-1,2,3,4-tetrahydro-quinoline-7-carbonyl]-amino}-benzoic acid ethyl ester, which was hydrolyzed in step 5. Reactants: N1CCCCCC1 (hexahydroazepine), N#CBr (cyanogen bromide), [OH-].[Na+] (sodium hydroxide). The product is N1(CCCCCC1)C#N (1-hexahydroazepinecarbonitrile). As a reaction SMILES: [NH:1]1[CH2:7][CH2:6][CH2:5][CH2:4][CH2:3][CH2:2]1.[N:8]#[C:9]Br.[OH-].[Na+]>>[N:1]1([C:9]#[N:8])[CH2:7][CH2:6][CH2:5][CH2:4][CH2:3][CH2:2]1 |f:2.3|. Procedure: In the manner given in Example 1, hexahydroazepine is treated with cyanogen bromide and aqueous sodium hydroxide to give 1-hexahydroazepinecarbonitrile.